This data is from the Open Reaction Database (ORD), a public repository of structured organic reaction records. The task is: describe an organic reaction: reactants, conditions, products, and yield The reactants are OC1=C(N)C=C(C=C1)C(F)(F)F (2-hydroxy-5-(trifluoromethyl)aniline), C1(=CC=CC2=CC=CC=C12)N=C=O (alpha-naphthyl isocyanate). Run in C1(=CC=CC=C1)C (toluene), C1(=CC=CC=C1)C (toluene). Reaction conditions: time 8 hour. The product is C1(=CC=CC2=CC=CC=C12)NC(=O)NC1=C(C=CC(=C1)C(F)(F)F)O (N-(1-naphthyl)-N'-(2-hydroxy-5-(trifluoromethyl)phenyl) urea). Isolated yield 70.1%. Reaction SMILES: [OH:1][C:2]1[CH:8]=[CH:7][C:6]([C:9]([F:12])([F:11])[F:10])=[CH:5][C:3]=1[NH2:4].[C:13]1([N:23]=[C:24]=[O:25])[C:22]2[C:17](=[CH:18][CH:19]=[CH:20][CH:21]=2)[CH:16]=[CH:15][CH:14]=1>C1(C)C=CC=CC=1>[C:13]1([NH:23][C:24]([NH:4][C:3]2[CH:5]=[C:6]([C:9]([F:10])([F:11])[F:12])[CH:7]=[CH:8][C:2]=2[OH:1])=[O:25])[C:22]2[C:17](=[CH:18][CH:19]=[CH:20][CH:21]=2)[CH:16]=[CH:15][CH:14]=1. Procedure details: 2-hydroxy-5-(trifluoromethyl)aniline (0.12 g, 0.7 mmol) in toluene (3 ml) was added to a solution of alpha-naphthyl isocyanate (0.11 g, 0.7 mmol) in toluene (3 ml). The reaction was stirred at RT overnight and the product filtered off. 0.17 g (72%) of the title compound was isolated. M.p. 205°-207° C. Solvent: Cl.C(C)(=O)O (HCl acetic acid). Product: Cl.BrC=1C=CC=C2C3=C(NC12)CC1CCC3N1 (4-bromo-5,6,7,8,9,10-hexahydro-7,10-epiminocyclohepta[b]indole hydrochloride). Reactants: Cl.BrC1=C(C=CC=C1)NN (2-bromophenylhydrazine hydrochloride), O=C1CC2CCC(C1)N2C(=O)OC(C)(C)C (t-butyl 3-oxo-8-azabicyclo[3.2.1]octane-8-carboxylate). Reaction SMILES: [ClH:1].[Br:2][C:3]1[CH:8]=[CH:7][CH:6]=[CH:5][C:4]=1[NH:9]N.O=[C:12]1[CH2:18][CH:17]2[N:19](C(OC(C)(C)C)=O)[CH:14]([CH2:15][CH2:16]2)[CH2:13]1>Cl.C(O)(=O)C>[ClH:1].[Br:2][C:3]1[CH:8]=[CH:7][CH:6]=[C:5]2[C:4]=1[NH:9][C:12]1[CH2:13][CH:14]3[NH:19][CH:17]([C:18]2=1)[CH2:16][CH2:15]3 |f:0.1,3.4,5.6|. Procedure: A mixture of 2-bromophenylhydrazine hydrochloride (4.44 g, 19.81 mmol, Aldrich) and t-butyl 3-oxo-8-azabicyclo[3.2.1]octane-8-carboxylate (4.48 g, 19.89 mmol, Chem-Impex) in 1 M HCl/acetic acid was stirred at 20-25° C. for 20 hours, and then heated at 65-70° C. for 48 hours. The mixture was cooled to room temperature and concentrated under vacuum. The residue was heated to boiling in absolute ethanol (25 mL) and the suspension was stirred at room temperature for 2 hours, then filtered. The solid... Run at temperature 22.5 celsius, time 20 hour.